From a dataset of the Open Reaction Database (ORD), a public repository of structured organic reaction records. describe an organic reaction: reactants, conditions, products, and yield Starting materials: CC(C)(C)OC(=O)N1CC2CC(CN(CCCC(O)c3ccc(C#N)cc3)C2)C1, CS(C)=O, [H-], [Na+], CN(C)C=O, O, ClCc1ccncc1. The product is CC(C)(C)OC(=O)N1CC2CC(CN(CCCC(OCc3ccncc3)c3ccc(C#N)cc3)C2)C1. As a reaction SMILES: [C:7](#[N:8])[c:9]1[cH:10][cH:11][c:12]([CH:15]([CH2:16][CH2:17][CH2:18][N:19]2[CH2:20][CH:21]3[CH2:22][N:23]([C:28](=[O:29])[O:30][C:31]([CH3:32])([CH3:33])[CH3:34])[CH2:24][CH:25]([CH2:26]2)[CH2:27]3)[OH:35])[cH:13][cH:14]1.[CH3:3][S:4]([CH3:5])=[O:6].[H-:2].[Na+:1].[O:44]=[CH:45][N:46]([CH3:47])[CH3:48].[OH2:49].[n:36]1[cH:37][cH:38][c:39]([CH2:42][Cl:43])[cH:40][cH:41]1>>[C:7](#[N:8])[c:9]1[cH:10][cH:11][c:12]([CH:15]([CH2:16][CH2:17][CH2:18][N:19]2[CH2:20][CH:21]3[CH2:22][N:23]([C:28](=[O:29])[O:30][C:31]([CH3:32])([CH3:33])[CH3:34])[CH2:24][CH:25]([CH2:26]2)[CH2:27]3)[O:35][CH2:42][c:39]2[cH:38][cH:37][n:36][cH:41][cH:40]2)[cH:13][cH:14]1. Reactants: NC=1C=2N(C=CN1)C(=NC2I)C2CCN(CC2)C(=O)OCC2=CC=CC=C2 (Benzyl 4-(8-amino-1-iodoimidazo[1,5-a]pyrazin-3-yl)piperidine-1-carboxylate). Solvent: Cl (HCl), O (water). The product is IC=1N=C(N2C1C(=NC=C2)N)C2CCNCC2 (1-Iodo-3-piperidin-4-yl-imidazo[1,5-a]pyrazin-8-ylamine). Reaction SMILES: [NH2:1][C:2]1[C:3]2[N:4]([C:8]([CH:12]3[CH2:17][CH2:16][N:15](C(OCC4C=CC=CC=4)=O)[CH2:14][CH2:13]3)=[N:9][C:10]=2[I:11])[CH:5]=[CH:6][N:7]=1>Cl.O>[I:11][C:10]1[N:9]=[C:8]([CH:12]2[CH2:17][CH2:16][NH:15][CH2:14][CH2:13]2)[N:4]2[CH:5]=[CH:6][N:7]=[C:2]([NH2:1])[C:3]=12. Reported procedure: Benzyl 4-(8-amino-1-iodoimidazo[1,5-a]pyrazin-3-yl)piperidine-1-carboxylate (1.00 g. 2.10 mmol) was dissolved in concentrated HCl (30 mL) at 0° C. The reaction was stirred at rt. overnight. The reaction mixture was diluted with water (30 mL) and washed with EtOAc (30 mL×3), the aqueous phase was removed under reduced pressure to give a residue which was used for next step without further purification. MS (ES+): m/z 343.78 [MH+]. Reactants: FC1=CC2=C(C(NC3=NC=CC=C23)=O)C=C1 (9-Fluoro-5H-benzo[c][1,8]naphthyridin-6-one), ClC1=CC=C(C=C1)O (4-chlorophenol), C([O-])([O-])=O.[K+].[K+] (potassium carbonate). Solvent: CN(C)C=O (DMF). Reaction conditions: temperature 180 celsius, time 20 minute. The product is ClC=1C=C(OC2=CC3=C(C(NC4=NC=CC=C34)=O)C=C2)C=CC1 (9-(3-Chloro-phenoxy)-5H-benzo[c][1,8]naphthyridin-6-one). Isolated yield 96.2%. As a reaction SMILES: F[C:2]1[CH:16]=[CH:15][C:5]2[C:6](=[O:14])[NH:7][C:8]3[C:13]([C:4]=2[CH:3]=1)=[CH:12][CH:11]=[CH:10][N:9]=3.[Cl:17][C:18]1[CH:23]=C[C:21](O)=[CH:20][CH:19]=1.[C:25](=[O:28])([O-])[O-].[K+].[K+]>CN(C=O)C>[Cl:17][C:18]1[CH:23]=[C:25]([CH:21]=[CH:20][CH:19]=1)[O:28][C:2]1[CH:16]=[CH:15][C:5]2[C:6](=[O:14])[NH:7][C:8]3[C:13]([C:4]=2[CH:3]=1)=[CH:12][CH:11]=[CH:10][N:9]=3 |f:2.3.4|. Reported procedure: 9-Fluoro-5H-benzo[c][1,8]naphthyridin-6-one (40 mg, 0.19 mmol), 4-chlorophenol (72 mg, 0.56 mmol), and potassium carbonate (129 mg, 0.93 mmol) were suspended in DMF (1.5 mL), and stirred for 20 minutes at 180° C. in the microwave. The reaction mixture was quenched with H2O. The resulting precipitate was filtered, washed with H2O, and dried under vacuum to provide 74 (59 mg, 98% yield) as a tan solid. LC-MS (M+H=323, obsd.=323). 1H NMR (400 MHz, d6-DMSO): δ 12.02 (s, 1H), 8.77 (dd, 1H), 8.51 (dd,...